This data is from the Open Reaction Database (ORD), a public repository of structured organic reaction records. The task is: describe an organic reaction: reactants, conditions, products, and yield Starting materials: C(C)O (ethanol), C(C)C1N(CC2=CC(=C(CC2C1)OCC1=CC=CC=C1)OC)CC1=CC(=C(C(=C1)OC)OC)OC (3-Ethyl-6-benzyloxy-7-methoxy-2-(3,4,5-trimethoxybenzyl)tetrahydroisoquinoline). Reagents/catalysts: [Pd] (Pd/C). Run in C1CCOC1 (THF), C1CCOC1 (THF). Conditions: time 15 minute. The product is C(C)C1N(CC2=CC(=C(CC2C1)O)OC)CC1=CC(=C(C(=C1)OC)OC)OC (3-Ethyl-6-hydroxy-7-methoxy-2-(3,4,5-trimethoxybenzyl)tetrahydroisoquinoline). The yield is 92.8%. RXN SMILES: C(O)C.[CH2:4]([CH:6]1[CH2:15][CH:14]2[C:9](=[CH:10][C:11]([O:24][CH3:25])=[C:12]([O:16]CC3C=CC=CC=3)[CH2:13]2)[CH2:8][N:7]1[CH2:26][C:27]1[CH:32]=[C:31]([O:33][CH3:34])[C:30]([O:35][CH3:36])=[C:29]([O:37][CH3:38])[CH:28]=1)[CH3:5]>C1COCC1.[Pd]>[CH2:4]([CH:6]1[CH2:15][CH:14]2[C:9](=[CH:10][C:11]([O:24][CH3:25])=[C:12]([OH:16])[CH2:13]2)[CH2:8][N:7]1[CH2:26][C:27]1[CH:28]=[C:29]([O:37][CH3:38])[C:30]([O:35][CH3:36])=[C:31]([O:33][CH3:34])[CH:32]=1)[CH3:5]. Reported procedure: Pd/C (10%, 30.7 mg) was covered with THF (2.0 mL) and ethanol (2.0 mL) and stirred under an atmosphere of hydrogen (balloon pressure) for 15 min at room temperature. Then 262 (334 mg, 0.7 mmol) was added as a solution in THF (4.0 mL). The reaction mixture was stirred for 18 h at room temperature, then filtered through celite. The celite was washed with ethyl acetate (4×5 mL) and the combined filtrates were concentrated in vacuo. The residue was recrystallised from ether/dichloromethane to obtain... Starting materials: [Al+3], C1CCOC1, CCOCC, Cl, [H-], [H-], [H-], [H-], [Li+], O, Cc1cc(C#N)cc(C)c1O. The product is Cc1cc(CN)cc(C)c1O. Reaction SMILES: [Al+3:2].[CH2:24]1[O:25][CH2:26][CH2:27][CH2:28]1.[CH3:19][CH2:20][O:21][CH2:22][CH3:23].[ClH:18].[H-:1].[H-:4].[H-:5].[H-:6].[Li+:3].[OH2:29].[OH:7][c:8]1[c:9]([CH3:17])[cH:10][c:11]([C:12]#[N:13])[cH:14][c:15]1[CH3:16]>>[OH:7][c:8]1[c:9]([CH3:17])[cH:10][c:11]([CH2:12][NH2:13])[cH:14][c:15]1[CH3:16]. Starting materials: ClCCCC1=C(CC2C(CCCC2=O)=O)C=CC=C1 (2-[2-(3-Chloropropyl)benzyl]-1,3-cyclohexanedione), [C-]#N.[Na+] (NaCN), Cl (HCl). Solvent: CS(=O)C (dimethyl sulfoxide). Reaction conditions: temperature 95 celsius, time 3 hour. The product is C(#N)CCCC1=C(CC2C(CCCC2=O)=O)C=CC=C1 (2-[2-(3-Cyanopropyl)benzyl]-1,3-cyclohexanedione). As a reaction SMILES: Cl[CH2:2][CH2:3][CH2:4][C:5]1[CH:19]=[CH:18][CH:17]=[CH:16][C:6]=1[CH2:7][CH:8]1[C:13](=[O:14])[CH2:12][CH2:11][CH2:10][C:9]1=[O:15].[C-:20]#[N:21].[Na+].Cl>CS(C)=O>[C:20]([CH2:2][CH2:3][CH2:4][C:5]1[CH:19]=[CH:18][CH:17]=[CH:16][C:6]=1[CH2:7][CH:8]1[C:13](=[O:14])[CH2:12][CH2:11][CH2:10][C:9]1=[O:15])#[N:21] |f:1.2|. Reported procedure: A mixture of 22 g (0.079 mol) of 2-[2-(3-chloropropyl)benzyl]-1,3-cyclohexanedione 3 and 15.5 g (0.316 mol) of NaCN in 250 ml of dry dimethyl sulfoxide was stirred at 95° C for 3 hours. The reaction was filtered while hot to remove NaCl, and the dimethyl sulfoxide was distilled out under high vacuum. The residue was dissolved in 400 ml H2O, filtered through a diatomaceous earth filter aid (celite) to give a red solution and neutralized by the rapid addition of 40 ml concentrated HCl. The precipi... Starting materials: COP(OC)(=O)CCO ((2-hydroxy-ethyl)-phosphonic acid dimethyl ester), N1=C(C=CC=C1C)C (2,6-lutidine), FC(S(=O)(=O)OS(=O)(=O)C(F)(F)F)(F)F (trifluoromethanesulfonic anhydride). The solvent is ClCCl (dichloromethane). Reaction conditions: temperature -40 celsius, time 2 hour. The product is COP(=O)(OC)C(C)OS(=O)(=O)C(F)(F)F (trifluoromethanesulfonic acid dimethoxy-phosphoryl-2-ethyl ester). As a reaction SMILES: [CH3:1][O:2][P:3]([CH2:7][CH2:8]O)(=[O:6])[O:4][CH3:5].N1C(C)=CC=CC=1C.[F:18][C:19]([F:32])([F:31])[S:20]([O:23]S(C(F)(F)F)(=O)=O)(=[O:22])=[O:21]>ClCCl>[CH3:1][O:2][P:3]([CH:7]([O:23][S:20]([C:19]([F:32])([F:31])[F:18])(=[O:22])=[O:21])[CH3:8])([O:4][CH3:5])=[O:6]. Procedure details: To a solution of (2-hydroxy-ethyl)-phosphonic acid dimethyl ester (0.250 g, 1.62 mmol) in dichloromethane (4 mL) was added 2,6-lutidine (0.284 mL, 2.44 mmol). The reaction mixture was cooled to −40° C. and trifluoromethanesulfonic anhydride (0.355 mL, 2.11 mmol) was added. The mixture stirred in the cold bath under an inert atmosphere for 2 hours at which point the reaction was completed as shown by 31P NMR (CDCl3) δ 25.7. The mixture was partitioned between dichloromethane and water both cooled... Reactants: COC(C(=O)NCc1ccc(C#N)cc1)c1c(F)cccc1OS(=O)(=O)C(F)(F)F, C#C[Si](C)(C)C, O, c1ccc(P(c2ccccc2)c2ccccc2)cc1. The product is COC(C(=O)NCc1ccc(C#N)cc1)c1c(F)cccc1C#C[Si](C)(C)C. Reaction SMILES: [C:1](#[N:2])[c:3]1[cH:4][cH:5][c:6]([CH2:7][NH:8][C:9](=[O:10])[CH:11]([c:12]2[c:13]([O:19][S:20]([C:21]([F:22])([F:23])[F:24])(=[O:25])=[O:26])[cH:14][cH:15][cH:16][c:17]2[F:18])[O:27][CH3:28])[cH:29][cH:30]1.[C:50](#[CH:51])[Si:52]([CH3:53])([CH3:54])[CH3:55].[OH2:56].[c:31]1([P:32]([c:33]2[cH:34][cH:35][cH:36][cH:37][cH:38]2)[c:39]2[cH:40][cH:41][cH:42][cH:43][cH:44]2)[cH:45][cH:46][cH:47][cH:48][cH:49]1>>[C:1](#[N:2])[c:3]1[cH:4][cH:5][c:6]([CH2:7][NH:8][C:9](=[O:10])[CH:11]([c:12]2[c:13]([C:51]#[C:50][Si:52]([CH3:53])([CH3:54])[CH3:55])[cH:14][cH:15][cH:16][c:17]2[F:18])[O:27][CH3:28])[cH:29][cH:30]1. Starting materials: BrC1=CC2=C(OCCN2)N=C1 (7-bromo-2,3-dihydro-1H-pyrido[2,3-b][1,4]oxazine), C1(=NC=CC2=CC=CC=C12)B(O)O (isoquinoline boronic acid), tetrakis triphenylphosphine palladium, C([O-])([O-])=O.[K+].[K+] (potassium carbonate). Solvent: O1CCCC1.O (tetrahydrofuran water). Run at temperature 80 celsius, time 30 minute. The product is C1=NC=C(C2=CC=CC=C12)C1=CC2=C(OCCN2)N=C1 (7-isoquinolin-4-yl-2,3-dihydro-1H-pyrido[2,3-b][1,4]oxazine). Yield: 50.8%. RXN SMILES: Br[C:2]1[CH:11]=[N:10][C:5]2[O:6][CH2:7][CH2:8][NH:9][C:4]=2[CH:3]=1.[C:12]1(B(O)O)[C:21]2[C:16](=[CH:17][CH:18]=[CH:19][CH:20]=2)[CH:15]=[CH:14][N:13]=1.C(=O)([O-])[O-].[K+].[K+]>O1CCCC1.O>[CH:12]1[C:21]2[C:16](=[CH:17][CH:18]=[CH:19][CH:20]=2)[C:15]([C:2]2[CH:11]=[N:10][C:5]3[O:6][CH2:7][CH2:8][NH:9][C:4]=3[CH:3]=2)=[CH:14][N:13]=1 |f:2.3.4,5.6|. Reported procedure: Under nitrogen atmosphere, in a 10 ml flask, 7-bromo-2,3-dihydro-1H-pyrido[2,3-b][1,4]oxazine (36.3 mg, 0.169 mmol), isoquinoline boronic acid (44 mg, 0.253 mmol), tetrakis triphenylphosphine palladium (19.5 mg, 0.017 mmol) and potassium carbonate (58.3 mg, 0.423 mmol) were dissolved in a solvent of tetrahydrofuran/water (6/1, 1.4 ml/0.3 ml). The reaction mixture was stirred for 30 minutes at 80° C. using microwave (40 W) device. After cooling to room temperature, the mixture was extracted with ... The reactants are FC1=C(C(=CC(=C1)C(=O)O)F)C1=CC=C(C=C1)O (2,6-difluoro-4'-hydroxy-(1,1'-biphenyl)-4-carboxylicacid), BrCC(=O)N (bromoacetamide). The solvent is ClCCl.CO.C(C)(=O)O (dichloromethane methanol acetic acid). The product is C(C)(C)N(C(COC1=CC=C(C=C1)C1=C(C=C(C=C1F)C(=O)O)F)=O)C(C)C (4'-[2-[bis(isopropyl)-amino]-2-oxoethoxy]-2,6-difluoro-(1,1'-biphenyl)-4-carboxylic acid). The yield is 97.4%. As a reaction SMILES: [F:1][C:2]1[CH:7]=[C:6]([C:8]([OH:10])=[O:9])[CH:5]=[C:4]([F:11])[C:3]=1[C:12]1[CH:17]=[CH:16][C:15]([OH:18])=[CH:14][CH:13]=1.Br[CH2:20][C:21]([NH2:23])=[O:22]>ClCCl.CO.C(O)(=O)C>[CH:2]([N:23]([CH:5]([CH3:6])[CH3:4])[C:21](=[O:22])[CH2:20][O:18][C:15]1[CH:16]=[CH:17][C:12]([C:3]2[C:2]([F:1])=[CH:7][C:6]([C:8]([OH:10])=[O:9])=[CH:5][C:4]=2[F:11])=[CH:13][CH:14]=1)([CH3:7])[CH3:3] |f:2.3.4|. Procedure: An alkylation was carried out with 370 mg of the product of Stage D with 428 mg of bromoacetamide (Preparation 9) under the conditions as described in Example 13, Stage D to obtain 282 mg of the expected product with a Rf=0.35 dichloromethane/methanol/ acetic acid 95/4/1).